The task is: describe an organic reaction: reactants, conditions, products, and yield. This data is from the Open Reaction Database (ORD), a public repository of structured organic reaction records. Reactants: C([O-])([O-])=O.[K+].[K+] (potassium carbonate), C(=O)(C(F)(F)F)O (TFA), C(C)NC\C=C/C1=C(C=CC(=C1)F)S(=O)(=O)N(COCC[Si](C)(C)C)C1=CC=C2C3=C(COC2=C1C(=O)OC)OC=C3 (methyl 7-{N-[2-((Z)-3-ethylaminoprop-1-enyl)-4-fluorobenzenesulfonyl]-N-(2-trimethylsilanylethoxymethyl)-amino}-furo[2,3-c]chromene-6-carboxylate), C(C)NC\C=C/C1=C(C=CC(=C1)F)S(=O)(=O)N(COCC[Si](C)(C)C)C1=CC=C2C3=C(COC2=C1C(=O)OC)OC=C3 (methyl 7-{N-[2-((Z)-3-ethylaminoprop-1-enyl)-4-fluorobenzenesulfonyl]-N-(2-trimethylsilanylethoxymethyl)-amino}-furo[2,3-c]chromene-6-carboxylate). Solvent: C(Cl)Cl (DCM). Reaction conditions: time 30 minute. Product: C(C)NC\C=C/C1=C(C=CC(=C1)F)S(=O)(=O)NC1=CC=C2C3=C(COC2=C1C(=O)OC)OC=C3 (methyl 7-[2-((Z)-3-ethylaminoprop-1-enyl)-4-fluorobenzenesulfonylamino]-4H-furo[2,3-c]chromene-6-carboxylate). The yield is 29.7%. RXN SMILES: C(O)(C(F)(F)F)=O.[CH2:8]([NH:10][CH2:11]/[CH:12]=[CH:13]\[C:14]1[CH:19]=[C:18]([F:20])[CH:17]=[CH:16][C:15]=1[S:21]([N:24]([C:33]1[C:42]([C:43]([O:45][CH3:46])=[O:44])=[C:41]2[C:36]([C:37]3[CH:49]=[CH:48][O:47][C:38]=3[CH2:39][O:40]2)=[CH:35][CH:34]=1)COCC[Si](C)(C)C)(=[O:23])=[O:22])[CH3:9].C(=O)([O-])[O-].[K+].[K+]>C(Cl)Cl>[CH2:8]([NH:10][CH2:11]/[CH:12]=[CH:13]\[C:14]1[CH:19]=[C:18]([F:20])[CH:17]=[CH:16][C:15]=1[S:21]([NH:24][C:33]1[C:42]([C:43]([O:45][CH3:46])=[O:44])=[C:41]2[C:36]([C:37]3[CH:49]=[CH:48][O:47][C:38]=3[CH2:39][O:40]2)=[CH:35][CH:34]=1)(=[O:23])=[O:22])[CH3:9] |f:2.3.4|. Reported procedure: TFA (1 mL) was added to a solution of methyl 7-{N-[2-((Z)-3-ethylaminoprop-1-enyl)-4-fluorobenzenesulfonyl]-N-(2-trimethylsilanylethoxymethyl)-amino}-furo[2,3-c]chromene-6-carboxylate (Intermediate 47, 0.410 g) in DCM (10 mL). The reaction mixture was stirred at room temperature for 30 minutes. Aqueous potassium carbonate was added and the layers were separated. The organic layer was dried (Na2SO4), filtered and the filtrate was concentrated in vacuo. The residue was purified by chromatography o...